Dataset: the Open Reaction Database (ORD), a public repository of structured organic reaction records. Task: describe an organic reaction: reactants, conditions, products, and yield Starting materials: C1(=C(C=CC=C1)N)N (o-phenylenediamine), N(C)CC(=O)O (sarcosine), Cl (HCl). Reaction conditions: temperature -15 celsius. Yields the product O.Cl.Cl.CNCC=1NC2=C(N1)C=CC=C2 (2-(Methylaminomethyl)benzimidazole dihydrochloride hydrate). As a reaction SMILES: [C:1]1([NH2:8])[CH:6]=[CH:5][CH:4]=[CH:3][C:2]=1[NH2:7].[NH:9]([CH2:11][C:12](O)=[O:13])[CH3:10].[ClH:15]>>[OH2:13].[ClH:15].[ClH:15].[CH3:10][NH:9][CH2:11][C:12]1[NH:7][C:2]2[CH:3]=[CH:4][CH:5]=[CH:6][C:1]=2[N:8]=1 |f:3.4.5.6|. Procedure details: Combine o-phenylenediamine (10.8 g, 100 mmol) and sarcosine (13.4 g, 150 mmol) in 6 N HCl (100 mL). Heat at reflux 90 hours, allow to cool, and concentrate in vacuo to 45 g. Add EtOH (50 mL) and chill at −15° C. Filter the solid and wash with cold 90% EtOH. Dissolve in 80% EtOH (150 mL) and decolorize with charcoal. Concentrate in vacuo to 28 g, warm with 95% EtOH (160 mL), allow to cool, and filter to provide colorless rods.